From a dataset of the Open Reaction Database (ORD), a public repository of structured organic reaction records. describe an organic reaction: reactants, conditions, products, and yield Reactants: CCOC(C)=O, CCCCCC, O=C(CCl)N1CCN(c2ccc(F)cc2)CC1, [K+], [K+], O=C([O-])[O-], CN(C)C=O, c1csc(-c2cc[nH]n2)c1. The product is O=C(Cn1ccc(-c2cccs2)n1)N1CCN(c2ccc(F)cc2)CC1. Reaction SMILES: [C:39]([O:40][CH2:41][CH3:42])(=[O:43])[CH3:44].[CH3:45][CH2:46][CH2:47][CH2:48][CH2:49][CH3:50].[Cl:17][CH2:18][C:19](=[O:20])[N:21]1[CH2:22][CH2:23][N:24]([c:27]2[cH:28][cH:29][c:30]([F:33])[cH:31][cH:32]2)[CH2:25][CH2:26]1.[K+:11].[K+:12].[O-:13][C:14]([O-:15])=[O:16].[O:34]=[CH:35][N:36]([CH3:37])[CH3:38].[s:1]1[c:2](-[c:6]2[n:7][nH:8][cH:9][cH:10]2)[cH:3][cH:4][cH:5]1>>[s:1]1[c:2](-[c:6]2[n:7][n:8]([CH2:18][C:19](=[O:20])[N:21]3[CH2:22][CH2:23][N:24]([c:27]4[cH:28][cH:29][c:30]([F:33])[cH:31][cH:32]4)[CH2:25][CH2:26]3)[cH:9][cH:10]2)[cH:3][cH:4][cH:5]1. Reactants: C\C(=C/C1=CC=C(C#N)C=C1)\C1=C(C=C2C(CCC(C2=C1)(C)C)(C)C)C (E-4-[2-methyl-2-(1,1,4,4,6-pentamethyl-1,2,3,4-tetrahydronaphth-7-yl)-vinyl]-benzonitrile), C(C)O (ethanol), O (water). The solvent is [OH-].[Na+] (sodium hydroxide). Product: C\C(=C/C1=CC=C(C(=O)O)C=C1)\C1=C(C=C2C(CCC(C2=C1)(C)C)(C)C)C (E-4-[2-methyl-2-(1,1,4,4,6-pentamethyl-1,2,3,4-tetrahydronaphth-7-yl)-vinyl]-benzoic acid). Reaction SMILES: [CH3:1]/[C:2](/[C:12]1[CH:21]=[C:20]2[C:15]([C:16]([CH3:25])([CH3:24])[CH2:17][CH2:18][C:19]2([CH3:23])[CH3:22])=[CH:14][C:13]=1[CH3:26])=[CH:3]\[C:4]1[CH:11]=[CH:10]C(C#N)=[CH:6][CH:5]=1.[OH2:27].[CH2:28]([OH:30])[CH3:29]>[OH-].[Na+]>[CH3:1]/[C:2](/[C:12]1[CH:21]=[C:20]2[C:15]([C:16]([CH3:25])([CH3:24])[CH2:17][CH2:18][C:19]2([CH3:23])[CH3:22])=[CH:14][C:13]=1[CH3:26])=[CH:3]\[C:4]1[CH:11]=[CH:10][C:29]([C:28]([OH:27])=[O:30])=[CH:6][CH:5]=1 |f:3.4|. Reported procedure: 13.5 g of E-4-[2-methyl-2-(1,1,4,4,6-pentamethyl-1,2,3,4-tetrahydronaphth-7-yl)-vinyl]-benzonitrile in a mixture of 200 ml of ethanol and 200 ml of 10N sodium hydroxide solution were heated at the boil for 3 hours. The mixture was then cooled, after which it was poured onto 1 liter of water, and the colorless precipitate was filtered off under suction and dried to give 14.9 g of E-4-[2-methyl-2-(1,1,4,4,6-pentamethyl-1,2,3,4-tetrahydronaphth-7-yl)-vinyl]-benzoic acid of melting point 204°-206° C... Starting materials: COC(=O)C(Cc1cc(F)c(F)cc1F)NC(=O)OC(C)(C)C, CO, Cl, [Li+], C1CCOC1, [OH-]. Product: CC(C)(C)OC(=O)NC(Cc1cc(F)c(F)cc1F)C(=O)O. Reaction SMILES: [CH3:1][O:2][C:3]([CH:4]([NH:5][C:6](=[O:7])[O:8][C:9]([CH3:10])([CH3:11])[CH3:12])[CH2:13][c:14]1[c:15]([F:22])[cH:16][c:17]([F:21])[c:18]([F:20])[cH:19]1)=[O:23].[CH3:32][OH:33].[ClH:31].[Li+:29].[O:24]1[CH2:25][CH2:26][CH2:27][CH2:28]1.[OH-:30]>>[O:2]=[C:3]([CH:4]([NH:5][C:6](=[O:7])[O:8][C:9]([CH3:10])([CH3:11])[CH3:12])[CH2:13][c:14]1[c:15]([F:22])[cH:16][c:17]([F:21])[c:18]([F:20])[cH:19]1)[OH:23]. Starting materials: OC=1C=CC(=NC1)OC=1C=C(C=C2CCN(CC2)C(=O)OC(C)(C)C)C=CC1 (tert-butyl 4-(3-(5-hydroxypyridin-2-yloxy)benzylidene)piperidine-1-carboxylate), C(C)I (ethyl iodide), C(=O)([O-])[O-].[K+].[K+] (K2CO3), C1COCCOCCOCCOCCOCCO1 (18-crown-6). Run in O (water), CC(=O)C (acetone). Conditions: time 8 hour. Yields the product C(C)OC=1C=CC(=NC1)OC=1C=C(C=C2CCN(CC2)C(=O)OC(C)(C)C)C=CC1 (tert-Butyl 4-(3-(5-ethoxypyridin-2-yloxy)benzylidene)piperidine-1-carboxylate). The yield is 95.3%. RXN SMILES: [OH:1][C:2]1[CH:3]=[CH:4][C:5]([O:8][C:9]2[CH:10]=[C:11]([CH:26]=[CH:27][CH:28]=2)[CH:12]=[C:13]2[CH2:18][CH2:17][N:16]([C:19]([O:21][C:22]([CH3:25])([CH3:24])[CH3:23])=[O:20])[CH2:15][CH2:14]2)=[N:6][CH:7]=1.[CH2:29](I)[CH3:30].C([O-])([O-])=O.[K+].[K+].C1OCCOCCOCCOCCOCCOC1>CC(C)=O.O>[CH2:29]([O:1][C:2]1[CH:3]=[CH:4][C:5]([O:8][C:9]2[CH:10]=[C:11]([CH:26]=[CH:27][CH:28]=2)[CH:12]=[C:13]2[CH2:18][CH2:17][N:16]([C:19]([O:21][C:22]([CH3:23])([CH3:24])[CH3:25])=[O:20])[CH2:15][CH2:14]2)=[N:6][CH:7]=1)[CH3:30] |f:2.3.4|. Procedure details: To a stirred solution of tert-butyl 4-(3-(5-hydroxypyridin-2-yloxy)benzylidene)piperidine-1-carboxylate (0.6 g, 1.56 mmol) in acetone (5 mL) was added ethyl iodide (0.304 g, 1.96 mmol), K2CO3 (0.431 g, 3.12 mmol) and 18-crown-6 (0.824 g, 3.12 mmol) at 0° C. The reaction mixture was stirred at RT overnight. The reaction mixture was diluted with water (10 mL) and extracted with ethyl acetate three times. The organic layer was washed with fresh water and brine solution, dried over Na2SO4 and concen... Reactants: Brc1cccc(CNC2CCCCC2)c1, C=CCNC(=O)C(F)(F)F. The product is O=C(NCC=Cc1cccc(CNC2CCCCC2)c1)C(F)(F)F. As a reaction SMILES: [Br:1][c:2]1[cH:3][c:4]([CH2:5][NH:6][CH:7]2[CH2:8][CH2:9][CH2:10][CH2:11][CH2:12]2)[cH:13][cH:14][cH:15]1.[CH2:16]([CH:17]=[CH2:18])[NH:19][C:20]([C:21]([F:22])([F:23])[F:24])=[O:25]>>[c:2]1([CH:18]=[CH:17][CH2:16][NH:19][C:20]([C:21]([F:22])([F:23])[F:24])=[O:25])[cH:3][c:4]([CH2:5][NH:6][CH:7]2[CH2:8][CH2:9][CH2:10][CH2:11][CH2:12]2)[cH:13][cH:14][cH:15]1.